From a dataset of the Open Reaction Database (ORD), a public repository of structured organic reaction records. describe an organic reaction: reactants, conditions, products, and yield Starting materials: ClC1=NC(=NC(=N1)C1CC1)NC1CC1 (2-chloro-4-cyclopropyl-6-cyclopropylamino-1,3,5-triazine), N1CCSCC1 (thiomorpholine), C([O-])([O-])=O.[K+].[K+] (potassium carbonate). Run in C(C)(C)O (isopropyl alcohol). Yields the product C1(CC1)C1=NC(=NC(=N1)NC1CC1)N1CCSCC1 (2-cyclopropyl-4-cyclopropylamino-6-thiomorpholino-1,3,5-triazine). Isolated yield 83.4%. As a reaction SMILES: Cl[C:2]1[N:7]=[C:6]([CH:8]2[CH2:10][CH2:9]2)[N:5]=[C:4]([NH:11][CH:12]2[CH2:14][CH2:13]2)[N:3]=1.[NH:15]1[CH2:20][CH2:19][S:18][CH2:17][CH2:16]1.C(=O)([O-])[O-].[K+].[K+]>C(O)(C)C>[CH:8]1([C:6]2[N:5]=[C:4]([NH:11][CH:12]3[CH2:14][CH2:13]3)[N:3]=[C:2]([N:15]3[CH2:20][CH2:19][S:18][CH2:17][CH2:16]3)[N:7]=2)[CH2:10][CH2:9]1 |f:2.3.4|. Procedure: 12.2 g of 2-chloro-4-cyclopropyl-6-cyclopropylamino-1,3,5-triazine (0.057 mole), 5.97 g of thiomorpholine (0.057 mole) and 8 g of potassium carbonate (0.057 mole) are mixed in 100 ml of isopropyl alcohol and the mixture is heated at 75°-80° C. for 2 hours. It is cooled, the salts are filtered off and the filtrate is evaporated to dryness. The residue is taken up in 200 ml of dichloromethane, the solution is washed with water and dried over sodium sulfate and the solvent is evaporated. The produc... The reactants are [BH4-], CCCCc1ccc(C#Cc2ccc(C=O)cc2)cc1, CO, Cc1ccccc1, [Cl-], COC(=O)c1cc(N)ccc1F, [Na+], [Na+], O. Product: CCCCc1ccc(C#Cc2ccc(CNc3ccc(F)c(C(=O)OC)c3)cc2)cc1. As a reaction SMILES: [BH4-:35].[CH2:13]([CH2:14][CH2:15][CH3:16])[c:17]1[cH:18][cH:19][c:20]([C:23]#[C:24][c:25]2[cH:26][cH:27][c:28]([CH:29]=[O:30])[cH:31][cH:32]2)[cH:21][cH:22]1.[CH3:33][OH:34].[CH3:37][c:38]1[cH:39][cH:40][cH:41][cH:42][cH:43]1.[Cl-:44].[NH2:1][c:2]1[cH:3][cH:4][c:5]([F:12])[c:6]([C:7](=[O:8])[O:9][CH3:10])[cH:11]1.[Na+:36].[Na+:45].[OH2:46]>>[NH:1]([c:2]1[cH:3][cH:4][c:5]([F:12])[c:6]([C:7](=[O:8])[O:9][CH3:10])[cH:11]1)[CH2:29][c:28]1[cH:27][cH:26][c:25]([C:24]#[C:23][c:20]2[cH:19][cH:18][c:17]([CH2:13][CH2:14][CH2:15][CH3:16])[cH:22][cH:21]2)[cH:32][cH:31]1. Starting materials: CO, NC1CCC(C(=O)O)CC1, O=S(Cl)Cl. The product is COC(=O)C1CCC(N)CC1. RXN SMILES: [CH3:15][OH:16].[NH2:1][CH:2]1[CH2:3][CH2:4][CH:5]([C:8](=[O:9])[OH:10])[CH2:6][CH2:7]1.[S:11]([Cl:12])([Cl:13])=[O:14]>>[NH2:1][CH:2]1[CH2:3][CH2:4][CH:5]([C:8](=[O:9])[O:10][CH3:15])[CH2:6][CH2:7]1. The reactants are COC(=O)c1cccc2nc(C(C)NC(=O)OCc3ccccc3)c(I)n12, OB(O)c1cncc(F)c1. Yields the product COC(=O)c1cccc2nc(C(C)NC(=O)OCc3ccccc3)c(-c3cncc(F)c3)n12. As a reaction SMILES: [CH2:1]([c:2]1[cH:3][cH:4][cH:5][cH:6][cH:7]1)[O:8][C:9](=[O:10])[NH:11][CH:12]([CH3:13])[c:14]1[n:15][c:16]2[n:17]([c:18]([C:22](=[O:23])[O:24][CH3:25])[cH:19][cH:20][cH:21]2)[c:26]1[I:27].[F:28][c:29]1[cH:30][c:31]([B:35]([OH:36])[OH:37])[cH:32][n:33][cH:34]1>>[CH2:1]([c:2]1[cH:3][cH:4][cH:5][cH:6][cH:7]1)[O:8][C:9](=[O:10])[NH:11][CH:12]([CH3:13])[c:14]1[n:15][c:16]2[n:17]([c:18]([C:22](=[O:23])[O:24][CH3:25])[cH:19][cH:20][cH:21]2)[c:26]1-[c:31]1[cH:30][c:29]([F:28])[cH:34][n:33][cH:32]1.